Task: describe an organic reaction: reactants, conditions, products, and yield. Dataset: the Open Reaction Database (ORD), a public repository of structured organic reaction records Starting materials: Cl (HCl), [Li]CCCC (n-BuLi), BrC1=C(C=CC(=C1)F)I (2-bromo-4-fluoro-1-iodobenzene), FC(C(=O)OCC)F (ethyl difluoroacetate). Solvent: C1CCOC1 (THF). Conditions: time 30 minute. Yields the product BrC1=C(C=CC(=C1)F)C(C(F)F)=O (1-(2-Bromo-4-fluorophenyl)-2,2-difluoroethanone). The yield is 64.0%. Reaction SMILES: [Li]CCCC.[Br:6][C:7]1[CH:12]=[C:11]([F:13])[CH:10]=[CH:9][C:8]=1I.[F:15][CH:16]([F:22])[C:17](OCC)=[O:18].Cl>C1COCC1>[Br:6][C:7]1[CH:12]=[C:11]([F:13])[CH:10]=[CH:9][C:8]=1[C:17](=[O:18])[CH:16]([F:22])[F:15]. Procedure details: Add n-BuLi (8.86 mL, 14.18 mmol) slowly to a solution of 2-bromo-4-fluoro-1-iodobenzene (4.27 g, 14.2 mmol) in THF (50 mL) at −100° C. over 15 min under N2. Stir the solution for 30 min. Add ethyl difluoroacetate (2.81 mL, 26.9 mmol) and stir for 3 h. Add an HCl (50 mL, 2 N) solution and warm the solution up to RT. Separate the organic layer, dry the organic layer over magnesium sulfate, and remove the solvent. Purify the residue by column chromatography (hexane:ethyl acetate/10:1) to give the t... Starting materials: C1(=CC=CC=C1)C=CC=1NCCN1 (2-(2-phenylethen-1-yl)-4,5-dihydro-1H-imidazole), S(=O)(Br)Br (thionyl bromide). Product: S1C2=C(C=C1C=1NCCN1)C=CC=C2 (2-(Benzo[b]thiophen-2-yl)-4,5-dihydro-1H-imidazole). Reaction SMILES: [C:1]1([CH:7]=[CH:8][C:9]2[NH:10][CH2:11][CH2:12][N:13]=2)[CH:6]=[CH:5][CH:4]=[CH:3][CH:2]=1.[S:14](Br)(Br)=O>>[S:14]1[C:8]([C:9]2[NH:13][CH2:12][CH2:11][N:10]=2)=[CH:7][C:1]2[CH:2]=[CH:3][CH:4]=[CH:5][C:6]1=2. Procedure details: The title compound was prepared in the essentially the same manner, from 0.34 g (2 mmol) of 2-(2-phenylethen-1-yl)-4,5-dihydro-1H-imidazole and thionyl bromide, as described in Example 31. Reactants: O=C([O-])[O-], CC1(C)OB(c2cccc(C(=O)O)c2)OC1(C)C, CN(C)CCNc1nc(Cl)c2c(n1)N(c1c(F)cccc1F)C(=O)NC2, [K+], [K+], C1COCCO1, c1ccc(P(c2ccccc2)(c2ccccc2)[Pd](P(c2ccccc2)(c2ccccc2)c2ccccc2)(P(c2ccccc2)(c2ccccc2)c2ccccc2)P(c2ccccc2)(c2ccccc2)c2ccccc2)cc1. The product is CN(C)CCNc1nc(-c2cccc(C(=O)O)c2)c2c(n1)N(c1c(F)cccc1F)C(=O)NC2. RXN SMILES: [C:27](=[O:28])([O-:29])[O-:30].[CH3:33][C:34]1([CH3:35])[C:36]([CH3:37])([CH3:38])[O:39][B:40]([c:41]2[cH:42][c:43]([C:44](=[O:45])[OH:46])[cH:47][cH:48][cH:49]2)[O:50]1.[Cl:1][c:2]1[c:3]2[c:4]([n:5][c:6]([NH:8][CH2:9][CH2:10][N:11]([CH3:12])[CH3:13])[n:7]1)[N:14]([c:19]1[c:20]([F:26])[cH:21][cH:22][cH:23][c:24]1[F:25])[C:15](=[O:18])[NH:16][CH2:17]2.[K+:31].[K+:32].[O:51]1[CH2:52][CH2:53][O:54][CH2:55][CH2:56]1.[cH:57]1[cH:58][cH:59][c:60]([P:61]([Pd:62]([P:63]([c:64]2[cH:65][cH:66][cH:67][cH:68][cH:69]2)([c:70]2[cH:71][cH:72][cH:73][cH:74][cH:75]2)[c:76]2[cH:77][cH:78][cH:79][cH:80][cH:81]2)([P:82]([c:83]2[cH:84][cH:85][cH:86][cH:87][cH:88]2)([c:89]2[cH:90][cH:91][cH:92][cH:93][cH:94]2)[c:95]2[cH:96][cH:97][cH:98][cH:99][cH:100]2)[P:101]([c:102]2[cH:103][cH:104][cH:105][cH:106][cH:107]2)([c:108]2[cH:109][cH:110][cH:111][cH:112][cH:113]2)[c:114]2[cH:115][cH:116][cH:117][cH:118][cH:119]2)([c:120]2[cH:121][cH:122][cH:123][cH:124][cH:125]2)[c:126]2[cH:127][cH:128][cH:129][cH:130][cH:131]2)[cH:132][cH:133]1>>[c:2]1(-[c:41]2[cH:42][c:43]([C:44](=[O:45])[OH:46])[cH:47][cH:48][cH:49]2)[c:3]2[c:4]([n:5][c:6]([NH:8][CH2:9][CH2:10][N:11]([CH3:12])[CH3:13])[n:7]1)[N:14]([c:19]1[c:20]([F:26])[cH:21][cH:22][cH:23][c:24]1[F:25])[C:15](=[O:18])[NH:16][CH2:17]2. The reactants are ClC1=CC(=C(/C=C/C(=O)OC)C=C1)NS(=O)(=O)C1=CC=CC=C1 (methyl trans-4-chloro-2-(phenylsulfonylamino)cinnamate), Br.BrCC(=O)C1=CC=NC=C1 (4-bromoacetylpyridine hydrobromide). Yields the product COC(CC1=C(NC2=CC(=CC=C12)Cl)C(=O)C1=CC=NC=C1)=O (Methyl[6-chloro-2-(pyridine-4-carbonyl)-1H-indol-3-yl]acetate). As a reaction SMILES: [Cl:1][C:2]1[CH:13]=[CH:12][C:5](/[CH:6]=[CH:7]/[C:8]([O:10][CH3:11])=[O:9])=[C:4]([NH:14]S(C2C=CC=CC=2)(=O)=O)[CH:3]=1.Br.Br[CH2:26][C:27]([C:29]1[CH:34]=[CH:33][N:32]=[CH:31][CH:30]=1)=[O:28]>>[CH3:11][O:10][C:8](=[O:9])[CH2:7][C:6]1[C:5]2[C:4](=[CH:3][C:2]([Cl:1])=[CH:13][CH:12]=2)[NH:14][C:26]=1[C:27]([C:29]1[CH:34]=[CH:33][N:32]=[CH:31][CH:30]=1)=[O:28] |f:1.2|. Reported procedure: The title compound was prepared according to the procedure described in Example 57 from methyl trans-4-chloro-2-(phenylsulfonylamino)cinnamate (step 1 of Example 8, Method A) and 4-bromoacetylpyridine hydrobromide (L. W. Deady, M. S. Stanborough, Aust. J. Chem., 1981, 34, 1295). The reactants are CS(C)=O, CC(C)(C)[O-], O=C1CCC(c2ccc(F)cc2)=NN1, [K+], NCCO, O. Product: NCCOc1ccc(C2=NNC(=O)CC2)cc1. Reaction SMILES: [CH3:26][S:27]([CH3:28])=[O:29].[CH3:5][C:6]([CH3:7])([O-:8])[CH3:9].[F:11][c:12]1[cH:13][cH:14][c:15]([C:18]2=[N:23][NH:22][C:21](=[O:24])[CH2:20][CH2:19]2)[cH:16][cH:17]1.[K+:10].[NH2:1][CH2:2][CH2:3][OH:4].[OH2:25]>>[NH2:1][CH2:2][CH2:3][O:4][c:12]1[cH:13][cH:14][c:15]([C:18]2=[N:23][NH:22][C:21](=[O:24])[CH2:20][CH2:19]2)[cH:16][cH:17]1. Starting materials: CCCOC(=O)C(CCl)NC(C)=O, CCN(C)C, CC#N, C1=C(N2CCCC2)CCC1, O. Yields the product CCCOC(=O)C(CC1CCCC1=O)NC(C)=O. As a reaction SMILES: [C:1]([CH3:2])(=[O:3])[NH:4][CH:5]([C:6](=[O:7])[O:8][CH2:9][CH2:10][CH3:11])[CH2:12][Cl:13].[CH3:24][N:25]([CH3:26])[CH2:27][CH3:28].[CH3:30][C:31]#[N:32].[N:14]1([C:19]2=[CH:20][CH2:21][CH2:22][CH2:23]2)[CH2:15][CH2:16][CH2:17][CH2:18]1.[OH2:29]>>[C:1]([CH3:2])(=[O:3])[NH:4][CH:5]([C:6](=[O:7])[O:8][CH2:9][CH2:10][CH3:11])[CH2:12][CH:20]1[C:19](=[O:29])[CH2:23][CH2:22][CH2:21]1.